From a dataset of the Open Reaction Database (ORD), a public repository of structured organic reaction records. describe an organic reaction: reactants, conditions, products, and yield Reactants: ClC1=C(C(=O)NC=2C(=NC(=NC2N[C@@H](CO)C)C)Cl)C=CC=C1 (2-chloro-N-[4-chloro-6-[[(1R)-2-hydroxy-1-methyl-ethyl]amino]-2-methyl-pyrimidin-5-yl]benzamide), CN1CCNCC1 (N-methylpiperizine), C(C)(C)N(CC)C(C)C (diisopropylethylamine). Solvent: CC(C)O (IPA). Reaction conditions: temperature 160 celsius. Product: ClC1=C(C=CC=C1)C=1N(C2=NC(=NC(=C2N1)N1CCN(CC1)C)C)[C@@H](CO)C ((2R)-2-[8-(2-chlorophenyl)-2-methyl-6-(4-methylpiperazin-1-yl)purin-9-yl]propan-1-ol). Reaction SMILES: [Cl:1][C:2]1[CH:23]=[CH:22][CH:21]=[CH:20][C:3]=1[C:4]([NH:6][C:7]1[C:8](Cl)=[N:9][C:10]([CH3:18])=[N:11][C:12]=1[NH:13][C@H:14]([CH3:17])[CH2:15][OH:16])=O.[CH3:24][N:25]1[CH2:30][CH2:29][NH:28][CH2:27][CH2:26]1.C(N(C(C)C)CC)(C)C>CC(O)C>[Cl:1][C:2]1[CH:23]=[CH:22][CH:21]=[CH:20][C:3]=1[C:4]1[N:13]([C@H:14]([CH3:17])[CH2:15][OH:16])[C:12]2[C:7]([N:6]=1)=[C:8]([N:28]1[CH2:29][CH2:30][N:25]([CH3:24])[CH2:26][CH2:27]1)[N:9]=[C:10]([CH3:18])[N:11]=2. Procedure: Combine 2-chloro-N-[4-chloro-6-[[(1R)-2-hydroxy-1-methyl-ethyl]amino]-2-methyl-pyrimidin-5-yl]benzamide (13.0 g), IPA (11 mL), of N-methylpiperizine (7.1 mL) and diisopropylethylamine (7.0 mL) in a 300 mL Parr autoclave with mechanical stirrer. Seal the reaction vessel and heat to 160° C. for 24 h. Evaporate all volatile materials, dissolve in dichloromethane (100 mL) to give a dark solution. Wash with water (2×50 mL), dry using a hydrophobic frit, and evaporate all the solvent under reduced pre... The reactants are C(C)OC(C(CC1=CC=C(C=C1)OCC1=CC=CC=C1)(C)OCC)=O (3-(4-Benzyloxyphenyl)-2-ethoxy-2-methyl propanoic acid ethyl ester). The reagents and catalysts are [Pd] (Pd/C). The solvent is C(C)(=O)OCC (ethyl acetate). Product: C(C)OC(C(CC1=CC=C(C=C1)O)(C)OCC)=O (2-ethoxy-3-(4-hydroxyphenyl)-2-methyl propanoic acid ethyl ester). The yield is 99.7%. Reaction SMILES: [CH2:1]([O:3][C:4](=[O:25])[C:5]([O:22][CH2:23][CH3:24])([CH3:21])[CH2:6][C:7]1[CH:12]=[CH:11][C:10]([O:13]CC2C=CC=CC=2)=[CH:9][CH:8]=1)[CH3:2]>C(OCC)(=O)C.[Pd]>[CH2:1]([O:3][C:4](=[O:25])[C:5]([O:22][CH2:23][CH3:24])([CH3:21])[CH2:6][C:7]1[CH:8]=[CH:9][C:10]([OH:13])=[CH:11][CH:12]=1)[CH3:2]. Procedure: 3-(4-Benzyloxyphenyl)-2-ethoxy-2-methyl propanoic acid ethyl ester (0.34 g; 0.99 mmole) was hydrogenated for 18 hours at atmospheric pressure in ethyl acetate using Pd/C (0.05 g) as catalyst and then filtered through hyflo. The solvent was evaporated and 0.249 g (98% yield) of 2-ethoxy-3-(4-hydroxyphenyl)-2-methyl propanoic acid ethyl ester was obtained.